Dataset: the Open Reaction Database (ORD), a public repository of structured organic reaction records. Task: describe an organic reaction: reactants, conditions, products, and yield Run in C(C)O (ethanol). Reactants: ClC1=NC(=NC=C1C(=O)OCC)C1=CC=CC=C1 (Ethyl 4-chloro-2-phenyl-5-pyrimidinecarboxylate), C(C)(C)(C)OC(=O)N[C@@H]1CC[C@H](CC1)N (N-tert-butoxycarbonyl-trans-1,4-cyclohexanediamine), CN(C)C1=NC=CC=C1 (dimethylaminopyridine). Procedure details: Ethyl 4-chloro-2-phenyl-5-pyrimidinecarboxylate and N-tert-butoxycarbonyl-trans-1,4-cyclohexanediamine were reacted in ethanol in the presence of dimethylaminopyridine in the same manner as in Reference Example 3-49 to obtain N-tert-butoxycarbonyl-trans-4-(5-ethoxycarbonyl-2-phenyl-4-pyrimidinylamino)cyclohexylamine. Yields the product C(C)(C)(C)OC(=O)N[C@@H]1CC[C@H](CC1)NC1=NC(=NC=C1C(=O)OCC)C1=CC=CC=C1 (N-tert-butoxycarbonyl-trans-4-(5-ethoxycarbonyl-2-phenyl-4-pyrimidinylamino)cyclohexylamine). RXN SMILES: Cl[C:2]1[C:7]([C:8]([O:10][CH2:11][CH3:12])=[O:9])=[CH:6][N:5]=[C:4]([C:13]2[CH:18]=[CH:17][CH:16]=[CH:15][CH:14]=2)[N:3]=1.[C:19]([O:23][C:24]([NH:26][C@H:27]1[CH2:32][CH2:31][C@H:30]([NH2:33])[CH2:29][CH2:28]1)=[O:25])([CH3:22])([CH3:21])[CH3:20].CN(C1C=CC=CN=1)C>C(O)C>[C:19]([O:23][C:24]([NH:26][C@H:27]1[CH2:28][CH2:29][C@H:30]([NH:33][C:2]2[C:7]([C:8]([O:10][CH2:11][CH3:12])=[O:9])=[CH:6][N:5]=[C:4]([C:13]3[CH:18]=[CH:17][CH:16]=[CH:15][CH:14]=3)[N:3]=2)[CH2:31][CH2:32]1)=[O:25])([CH3:22])([CH3:20])[CH3:21].